This data is from the Open Reaction Database (ORD), a public repository of structured organic reaction records. The task is: describe an organic reaction: reactants, conditions, products, and yield The reactants are O (water), CC(CC(C(=O)O)=O)(C)C1=CC=CC=C1 (4-methyl-4-phenyl-2-oxovaleric acid), BrC1=C2COC(=O)C2=CC=C1N (4-bromo-5-aminophthalide), S(=O)(Cl)Cl (thionyl chloride). Reaction conditions: time 20 minute. Procedure details: 412 mg of 4-methyl-4-phenyl-2-oxovaleric acid is dissolved in 10 ml of dimethylacetamide and mixed under argon at −8° C. with 261 mg of thionyl chloride. After 20 minutes of stirring at −3 to +3° C., 228 mg of 4-bromo-5-aminophthalide is added. It is stirred for 1.5 hours at room temperature, then mixed with water, extracted with ethyl acetate, the organic phase is washed with water, dried (Na2SO4) and after the solvent is concentrated by evaporation and after treatment with diethyl ether, 360 m... As a reaction SMILES: [CH3:1][C:2]([C:10]1[CH:15]=[CH:14][CH:13]=[CH:12][CH:11]=1)([CH3:9])[CH2:3][C:4](=[O:8])[C:5]([OH:7])=O.S(Cl)(Cl)=O.[Br:20][C:21]1[C:30]([NH2:31])=[CH:29][CH:28]=[C:27]2[C:22]=1[CH2:23][O:24][C:25]2=[O:26].O>CC(N(C)C)=O>[Br:20][C:21]1[C:30]([NH:31][C:5](=[O:7])[C:4](=[O:8])[CH2:3][C:2]([CH3:1])([C:10]2[CH:15]=[CH:14][CH:13]=[CH:12][CH:11]=2)[CH3:9])=[CH:29][CH:28]=[C:27]2[C:22]=1[CH2:23][O:24][C:25]2=[O:26]. The solvent is CC(=O)N(C)C (dimethylacetamide). Yields the product BrC1=C2COC(=O)C2=CC=C1NC(C(CC(C)(C1=CC=CC=C1)C)=O)=O (4-bromo-5-(4-methyl-2-oxo-4-phenyl-valeroylamino)-phthalide). Isolated yield 86.5%. Reaction conditions: temperature -10 celsius, time 15 minute. Reaction SMILES: C(NC(C)C)(C)C.C([Li])CCC.C[Si](C)(C)[CH2:15][C:16]([O:18][C:19]([CH3:22])([CH3:21])[CH3:20])=[O:17].[CH2:25]([CH:28]1[CH2:33][CH2:32][CH2:31][CH2:30][C:29]1=O)[CH:26]=[CH2:27]>C1COCC1>[CH2:25]([CH:28]1[CH2:33][CH2:32][CH2:31][CH2:30][C:29]1=[CH:15][C:16]([O:18][C:19]([CH3:22])([CH3:21])[CH3:20])=[O:17])[CH:26]=[CH2:27]. Procedure: To a solution of diisopropylamine (6.60 mL, 46.6 mmol) in THF (200 mL) at −10° C., was added a solution 2.22M of n-butyllithium (20.4 mL, 44.4 mmol). The solution was stirred 15 min at −10° C., cooled down to −78° C. and tert-butyl 2-trimethylsilylacetate (9.7 mL, 44.4 mmol) in 1 mL of THF was added dropwise. The solution was stirred 15 min at −78° C., and 2-allylcyclohexanone (3.3 mL, 22.2 mmol) was added dropwise. The reaction mixture was stirred 1 h at −78° C. and 3 h at −25° C. It was then q... Solvent: C1CCOC1 (THF), C1CCOC1 (THF). Product: C(C=C)C1C(CCCC1)=CC(=O)OC(C)(C)C (tert-butyl 2-(2-allylcyclohexylidene)acetate). Reactants: C(C)(C)NC(C)C (diisopropylamine), C(CCC)[Li] (n-butyllithium), C[Si](CC(=O)OC(C)(C)C)(C)C (tert-butyl 2-trimethylsilylacetate), C(C=C)C1C(CCCC1)=O (2-allylcyclohexanone). Isolated yield 96.4%. The reactants are NC1[C@@H]2N(C(=CCS2)C(=O)OCC2=CC=C(C=C2)[N+](=O)[O-])C1=O (4-nitrobenzyl 7-amino-3-cephem-4-carboxylate), C[Si](C)(C)C(C(=O)N)[Si](C)(C)C (bis(trimethylsilyl)acetamide), C[Si](C)(C)CC(=O)N (trimethylsilylacetamide), FC(C(=O)NC=1SC=C(N1)C(C(=O)O)=NOCC1=CC=C(C=C1)F)(F)F (2-[2-(2,2,2-trifluoroacetamido)thiazole-4-yl]-2-(4-fluorobenzyloxyimino)acetic acid), P(=O)(Cl)(Cl)Cl (phosphoryl chloride). The solvent is O1CCCC1 (tetrahydrofuran), C(C)(=O)OCC (ethyl acetate), CN(C=O)C (N,N-dimethylformamide). Yields the product FC(C(=O)NC=1SC=C(N1)C(C(=O)NC1[C@@H]2N(C(=CCS2)C(=O)OCC2=CC=C(C=C2)[N+](=O)[O-])C1=O)=NOCC1=CC=C(C=C1)F)(F)F (4-nitrobenzyl 7-[2-[2-(2,2,2-trifluoroacetamido)thiazol-4-yl]-2-(4-fluorobenzyloxyimino)acetamido]-3-cephem-4-carboxylate). Isolated yield 91.8%. As a reaction SMILES: [NH2:1][CH:2]1[C:22](=[O:23])[N:4]2[C:5]([C:9]([O:11][CH2:12][C:13]3[CH:18]=[CH:17][C:16]([N+:19]([O-:21])=[O:20])=[CH:15][CH:14]=3)=[O:10])=[CH:6][CH2:7][S:8][C@H:3]12.C[Si](C([Si](C)(C)C)C(N)=O)(C)C.C[Si](CC(N)=O)(C)C.[F:44][C:45]([F:69])([F:68])[C:46]([NH:48][C:49]1[S:50][CH:51]=[C:52]([C:54](=[N:58][O:59][CH2:60][C:61]2[CH:66]=[CH:65][C:64]([F:67])=[CH:63][CH:62]=2)[C:55](O)=[O:56])[N:53]=1)=[O:47].P(Cl)(Cl)(Cl)=O>O1CCCC1.C(OCC)(=O)C.CN(C)C=O>[F:68][C:45]([F:44])([F:69])[C:46]([NH:48][C:49]1[S:50][CH:51]=[C:52]([C:54](=[N:58][O:59][CH2:60][C:61]2[CH:66]=[CH:65][C:64]([F:67])=[CH:63][CH:62]=2)[C:55]([NH:1][CH:2]2[C:22](=[O:23])[N:4]3[C:5]([C:9]([O:11][CH2:12][C:13]4[CH:14]=[CH:15][C:16]([N+:19]([O-:21])=[O:20])=[CH:17][CH:18]=4)=[O:10])=[CH:6][CH2:7][S:8][C@H:3]23)=[O:56])[N:53]=1)=[O:47]. Procedure: A solution of 4-nitrobenzyl 7-amino-3-cephem-4-carboxylate (2.5 g.), bis(trimethylsilyl)acetamide (4.5 g.) and trimethylsilylacetamide (6.8 g.) in tetrahydrofuran (50 ml.) and a solution of 2-[2-(2,2,2-trifluoroacetamido)thiazole-4-yl]-2-(4-fluorobenzyloxyimino)acetic acid (syn isomer, 3.2 g.), phosphoryl chloride (15 g.) and N,N-dimethylformamide (0.7 g.) in ethyl acetate (32.8 ml.) were treated in a similar manner to that of Example 1-(1) to give 4-nitrobenzyl 7-[2-[2-(2,2,2-trifluoroacetamido... Reactants: CC(=O)Nc1ncc(Cl)s1, O=C([O-])[O-], COc1ccc(S)cc1, CN(C)C=O, [K+], [K+], O. Product: COc1ccc(Sc2cnc(NC(C)=O)s2)cc1. As a reaction SMILES: [C:1]([CH3:2])(=[O:3])[NH:4][c:5]1[s:6][c:7]([Cl:10])[cH:8][n:9]1.[C:20](=[O:21])([O-:22])[O-:23].[CH3:11][O:12][c:13]1[cH:14][cH:15][c:16]([SH:19])[cH:17][cH:18]1.[CH3:27][N:28]([CH3:29])[CH:30]=[O:31].[K+:24].[K+:25].[OH2:26]>>[C:1]([CH3:2])(=[O:3])[NH:4][c:5]1[s:6][c:7]([S:19][c:16]2[cH:15][cH:14][c:13]([O:12][CH3:11])[cH:18][cH:17]2)[cH:8][n:9]1. Reactants: C[C@H]1[C@H]([C@H](C[C@@H](O1)O[C@H]2C[C@@](CC=3C2=C(C4=C(C3O)C(=O)C5=CC=CC(=C5C4=O)OC)O)(C(=O)CO)O)N)O.Cl (doxorubicin hydrochloride), hyaluronic acid, C[C@H]1[C@H]([C@H](C[C@@H](O1)O[C@H]2C[C@@](CC=3C2=C(C4=C(C3O)C(=O)C5=CC=CC(=C5C4=O)OC)O)(C(=O)CO)O)N)O (doxorubicin), O (water), product 1, O (water), aqueous solution, O (H2O), C#CCCCC#C (1,6-Heptadiyne). The solvent is CS(=O)C (DMSO). Product: C#CCCCC#C (1,6-Heptadiyne), CuSO4.5H2O, O=C1C(O)=C(O)[C@H](O1)[C@@H](O)CO (ascorbic acid). As a reaction SMILES: C[C@@H]1[O:7][C@@H](O[C@@H:9]2[C:14]3=C(O)C4C(=O)C5C(=CC=CC=5OC)C(=O)C=4[C:18](O)=[C:13]3[CH2:12][C@@:11](O)(C(CO)=O)[CH2:10]2)C[C@H](N)[C@@H]1O.Cl.C[C@@H]1O[C@@H](O[C@@H]2C3=C(O)C4C(=O)C5C(=CC=CC=5OC)C(=O)C=4[C:58]([OH:59])=[C:53]3[CH2:52][C@@:51]([OH:77])([C:73]([CH2:75][OH:76])=[O:74])C2)C[C@H](N)[C@@H]1O.C#CCCCC#C.[OH2:87]>CS(C)=O>[CH:14]#[C:9][CH2:10][CH2:11][CH2:12][C:13]#[CH:18].[O:87]=[C:75]1[O:76][C@H:52]([C@H:53]([CH2:58][OH:59])[OH:7])[C:51]([OH:77])=[C:73]1[OH:74] |f:0.1|. Reported procedure: 100 mg of product 1 are dissolved in 1.1 ml of distilled water; a solution of 140 μl of 1,6-Heptadiyne in 9.86 ml of DMSO are prepared separately, whereas 23.2 mg of doxorubicin hydrochloride are dissolved in 0.5 ml of distilled water. The solution of hyaluronic acid is mixed with that of doxorubicin and with 0.2 ml of that of 1,6-Heptadiyne; 0.1 ml of an aqueous solution obtained with 50 mg of CuSO4.5H2O in 1 ml of H2O and 0.1 ml of an aqueous solution of 20 mg of ascorbic acid are then added. ... Starting materials: NC1=C(C=C(C(=O)O)C=C1)OC (4-amino-3-methoxybenzoic acid), Cl.CN (methylamine hydrochloride). Yields the product NC1=C(C=C(C(=O)NC)C=C1)OC (4-Amino-3-methoxy-N-methylbenzamide). As a reaction SMILES: [NH2:1][C:2]1[CH:10]=[CH:9][C:5]([C:6](O)=[O:7])=[CH:4][C:3]=1[O:11][CH3:12].Cl.[CH3:14][NH2:15]>>[NH2:1][C:2]1[CH:10]=[CH:9][C:5]([C:6]([NH:15][CH3:14])=[O:7])=[CH:4][C:3]=1[O:11][CH3:12] |f:1.2|. Procedure details: 4-Amino-3-methoxy-N-methylbenzamide was prepared by the procedure described in Example 7 using 4-amino-3-methoxybenzoic acid and methylamine hydrochloride. The reactants are O (water), OC=1C=C2CCN[C@@H](C2=CC1)CCBr.FC(C(=O)N)(F)F (6-hydroxy-1-(R)-(2-bromoethyl)-3,4-dihydro-1H-isoquinoline trifluoroacetamide), C([O-])([O-])=O.[K+].[K+] (potassium carbonate), CN(C(=O)Cl)C (dimethylcarbamyl chloride). Solvent: CN(C=O)C (dimethylformamide). Yields the product CN(C(=O)OC=1C=C2CCN[C@@H](C2=CC1)CCBr)C.FC(C(=O)N)(F)F (6-Dimethylcarbamoyloxy-1-(R)-(2-bromoethyl)-3,4-dihydro-1H-isoquinoline trifluoroacetamide). The yield is 50.1%. As a reaction SMILES: [OH:1][C:2]1[CH:3]=[C:4]2[C:9](=[CH:10][CH:11]=1)[C@@H:8]([CH2:12][CH2:13][Br:14])[NH:7][CH2:6][CH2:5]2.[F:15][C:16]([F:21])([F:20])[C:17]([NH2:19])=[O:18].C(=O)([O-])[O-].[K+].[K+].[CH3:28][N:29]([CH3:33])[C:30](Cl)=[O:31].O>CN(C)C=O>[CH3:28][N:29]([CH3:33])[C:30]([O:1][C:2]1[CH:3]=[C:4]2[C:9](=[CH:10][CH:11]=1)[C@@H:8]([CH2:12][CH2:13][Br:14])[NH:7][CH2:6][CH2:5]2)=[O:31].[F:15][C:16]([F:21])([F:20])[C:17]([NH2:19])=[O:18] |f:0.1,2.3.4,8.9|. Reported procedure: To a solution of 6-hydroxy-1-(R)-(2-bromoethyl)-3,4-dihydro-1H-isoquinoline-trifluoroacetamide (270 mg, 0.77 mmol) obtained in step (d) of Example 190 and potassium carbonate (268 mg, 1.94 mmol) in dimethylformamide (3 ml) was added dimethylcarbamyl chloride (0.2 ml, 1.55 mmol) gradually with stirring under cooling in an ice bath. Subsequently, the resulting mixture was stirred at 40° C., and after confirming the disappearance of the starting material by thin layer chromatography, water was adde...